This data is from the Open Reaction Database (ORD), a public repository of structured organic reaction records. The task is: describe an organic reaction: reactants, conditions, products, and yield Starting materials: S1C=NC=C1C1=NC=CC(=C1)OC=1C=CC(=NC1)N (5-((2-(thiazol-5-yl)pyridin-4-yl)oxy)pyridin-2-amine), TEA, O (water), CC(C(=O)N)(C)C (2,2,2-trimethylacetamide), C(C(=O)Cl)(=O)Cl (oxalyl chloride). Run in C1CCOC1 (THF), ClCCCl (DCE). Conditions: time 1 hour. Product: S1C=NC=C1C1=NC=CC(=C1)OC=1C=CC(=NC1)NC(=O)NC(C(C)(C)C)=O (N-((5-((2-(thiazol-5-yl)pyridin-4-yl)oxy)pyridin-2-yl)carbamoyl)pivalamide). Yield: 38.0%. RXN SMILES: [CH3:1][C:2]([CH3:7])([CH3:6])[C:3]([NH2:5])=[O:4].C(Cl)(=O)[C:9](Cl)=[O:10].[S:14]1[C:18]([C:19]2[CH:24]=[C:23]([O:25][C:26]3[CH:27]=[CH:28][C:29]([NH2:32])=[N:30][CH:31]=3)[CH:22]=[CH:21][N:20]=2)=[CH:17][N:16]=[CH:15]1.O>ClCCCl.C1COCC1>[S:14]1[C:18]([C:19]2[CH:24]=[C:23]([O:25][C:26]3[CH:27]=[CH:28][C:29]([NH:32][C:9]([NH:5][C:3](=[O:4])[C:2]([CH3:7])([CH3:6])[CH3:1])=[O:10])=[N:30][CH:31]=3)[CH:22]=[CH:21][N:20]=2)=[CH:17][N:16]=[CH:15]1. Procedure: A solution of 2,2,2-trimethylacetamide (0.090 g, 0.888 mmol) in DCE (3 mL) was treated with oxalyl chloride (0.078 mL, 0.888 mmol), stirred at RT for 1 h, then heated at 75° C. for 2 h. The mixture was cooled to RT, treated with a solution of 5-((2-(thiazol-5-yl)pyridin-4-yl)oxy)pyridin-2-amine (0.12 g, 0.444 mmol) and TEA (0.186 mL, 1.332 mmol) in THF (5 mL) and stirred at RT for 1 h. The mixture was treated with water, extracted with DCM (2×) and the combined organics were washed with brine, d...